describe an organic reaction: reactants, conditions, products, and yield From a dataset of the Open Reaction Database (ORD), a public repository of structured organic reaction records. Reactants: N1=CC=CC=C1 (Pyridine), C(C)N(C(C)C)C(C)C (N-ethyldiisopropylamine), NC=1SC2=C(N1)C=CC=C2 (aminobenzothiazole), O (water), CN(C=O)C (Dimethylformamide), C(C(=O)Cl)(=O)Cl (oxalyl chloride), O (water). Solvent: ClCCl (dichloromethane). Run at time 0.2 hour. Product: COC1=CC=C(C2=C1N=C(S2)NC(C2=CC(=NC=C2)C)=O)N2CCOCC2 (N-(4-Methoxy-7-morpholin-4-yl-benzothiazol-2-yl)-2-methyl-isonicotinamide). As a reaction SMILES: [N:1]1[CH:6]=[CH:5]C=[CH:3][CH:2]=1.CN(C)[CH:9]=[O:10].[C:12](Cl)(=[O:16])[C:13](Cl)=O.[NH2:18][C:19]1[S:20][C:21]2[CH:27]=[CH:26][CH:25]=[CH:24][C:22]=2[N:23]=1.C([N:30]([CH:34]([CH3:36])[CH3:35])[CH:31]([CH3:33])C)C.[OH2:37]>ClCCl>[CH3:9][O:10][C:24]1[C:22]2[N:23]=[C:19]([NH:18][C:12](=[O:16])[C:13]3[CH:33]=[CH:31][N:30]=[C:34]([CH3:35])[CH:36]=3)[S:20][C:21]=2[C:27]([N:1]2[CH2:2][CH2:3][O:37][CH2:5][CH2:6]2)=[CH:26][CH:25]=1. Procedure: 20.0 g Pyridine acid (115 mmol) were suspended at RT in 100 ml dichloromethane. 0.5 ml Dimethylformamide (6.5 mmol) was added, and after 0.2 h, 14.9 g oxalyl chloride (10.2 ml, 115 mmol) were added over 2 min. The dropping funnel was rinsed with 4 ml dichloromethane. The brown suspension was stirred at RT for 3 h. Then 200 ml tetrahydrofuran were added causing the acid chloride to partially precipitate. After 0.2 h, 24.3 g aminobenzothiazole (IA) (92 mmol) were added in one portion at RT. Direct... Starting materials: OC1=C2CCC(NC2=CC=C1)=O (5-hydroxy-3,4-dihydrocarbostyril), [OH-].[Na+] (sodium hydroxide), C(Cl)C1CO1 (epichlorohydrin). Procedure: 16.4 Grams of 5-hydroxy-3,4-dihydrocarbostyril and 3.7 g of sodium hydroxide were added into 100 ml of methanol and stirred at 40°-50° C. for 3 hours, then 150 ml of epichlorohydrin was added thereto and heated under refluxing condition for 5 hours. The reaction mixture was concentrated under a reduced pressure to dryness and the residue thus obtained was recrystallized from methanol-water (1:1) to obtain 18.5 g of 5-(2,3-epoxypropoxy)-3,4-dihydrocarbostyril having the melting of 172°-173° C. as... As a reaction SMILES: [OH:1][C:2]1[CH:11]=[CH:10][CH:9]=[C:8]2[C:3]=1[CH2:4][CH2:5][C:6](=[O:12])[NH:7]2.[OH-].[Na+].[CH2:15]([CH:17]1[O:19][CH2:18]1)Cl>CO>[O:19]1[CH2:18][CH:17]1[CH2:15][O:1][C:2]1[CH:11]=[CH:10][CH:9]=[C:8]2[C:3]=1[CH2:4][CH2:5][C:6](=[O:12])[NH:7]2 |f:1.2|. The solvent is CO (methanol). The product is O1C(COC2=C3CCC(NC3=CC=C2)=O)C1 (5-(2,3-epoxypropoxy)-3,4-dihydrocarbostyril). Reaction conditions: time 3 hour. Reactants: C1COCCO1, CO, Cl, CC(C)(C)OC(=O)N1CCn2c1nc1c(N)nc3cccnc3c12. Yields the product Nc1nc2cccnc2c2c1nc1n2CCN1. Reaction SMILES: [CH2:26]1[O:27][CH2:28][CH2:29][O:30][CH2:31]1.[CH3:32][OH:33].[ClH:1].[NH2:2][c:3]1[n:4][c:5]2[cH:6][cH:7][cH:8][n:9][c:10]2[c:11]2[c:12]1[n:13][c:14]1[n:15]2[CH2:16][CH2:17][N:18]1[C:19]([O:20][C:21]([CH3:22])([CH3:23])[CH3:24])=[O:25]>>[NH2:2][c:3]1[n:4][c:5]2[cH:6][cH:7][cH:8][n:9][c:10]2[c:11]2[c:12]1[n:13][c:14]1[n:15]2[CH2:16][CH2:17][NH:18]1. The solvent is CO (methanol). Procedure details: To a solution of methyl 5-methyl-1,3-thiazole-4-carboxylate (1.17 g, 7.4 mmol) in methanol (15 mL) was added 8N aqueous sodium hydroxide solution (2.00 mL), and the mixture was stirred at room temperature for 18 hr. 6N Hydrochloric acid (2.67 mL) was added to the mixture, and the mixture was concentrated under reduced pressure. Water was added to the residue, and the precipitate was collected by filtration, and washed with water. The precipitate was suspended in a mixed solvent of ethyl acetate ... Product: CC1=C(N=CS1)C(=O)O (5-methyl-1,3-thiazole-4-carboxylic acid). RXN SMILES: [CH3:1][C:2]1[S:6][CH:5]=[N:4][C:3]=1[C:7]([O:9]C)=[O:8].[OH-].[Na+].Cl>CO>[CH3:1][C:2]1[S:6][CH:5]=[N:4][C:3]=1[C:7]([OH:9])=[O:8] |f:1.2|. Isolated yield 50.1%. The reactants are CC1=C(N=CS1)C(=O)OC (methyl 5-methyl-1,3-thiazole-4-carboxylate), [OH-].[Na+] (sodium hydroxide), Cl (Hydrochloric acid). Reaction conditions: time 18 hour.